From a dataset of the Open Reaction Database (ORD), a public repository of structured organic reaction records. describe an organic reaction: reactants, conditions, products, and yield Starting materials: Cl (hydrochloric acid), CC(=C)C1=CC=CC=C1 (alpha-methyl styrene), C(C)(C)(C)OO (tert.butyl hydroperoxide). Run in O (water). Conditions: time 15 minute. Product: C(C)(C)(C1=CC=CC=C1)OOC(C)(C)C (tert.butyl cumyl peroxide), CC(=C)C1=CC=CC=C1 (alpha-methyl styrene). Yield: 0.4%. As a reaction SMILES: Cl.[CH3:2][C:3]([C:5]1[CH:10]=[CH:9][CH:8]=[CH:7][CH:6]=1)=[CH2:4].[C:11]([O:15][OH:16])([CH3:14])([CH3:13])[CH3:12]>O>[C:3]([O:16][O:15][C:11]([CH3:14])([CH3:13])[CH3:12])([C:5]1[CH:10]=[CH:9][CH:8]=[CH:7][CH:6]=1)([CH3:2])[CH3:4].[CH3:4][C:3]([C:5]1[CH:10]=[CH:9][CH:8]=[CH:7][CH:6]=1)=[CH2:2]. Procedure: 235 g of 31% hydrochloric acid (2 moles) are metered into a mixture of 238 g of alpha-methyl styrene (2 moles) and 394 g of 80% tert.butyl hydroperoxide (3.5 moles) with stirring within 15 minutes, while the temperature of the mixture is allowed to rise from 20° C. to 35° C. Subsequently, stirring is continued for a further 2 hours at 40° C. then 250 ml water are added, the mixture is allowed to stand for 15 minutes and the aqueous phase is separated off. The organic phase is washed with 250 ml ... The reactants are C1(=CC=CC=C1)P(C1=CC=CC=C1)C1=CC=CC=C1 (Triphenylphosphine), ClC1=C(C=C(CO)C=C1)I (4-chloro-3-iodobenzyl alcohol), C(Br)(Br)(Br)Br (Carbon tetrabromide). Solvent: ClCCl (dichloromethane). Conditions: time 10 minute. The product is ClC1=C(C=C(CBr)C=C1)I (4-chloro-3-iodobenzyl bromide). The yield is 139.9%. Reaction SMILES: C1(P(C2C=CC=CC=2)C2C=CC=CC=2)C=CC=CC=1.[Cl:20][C:21]1[CH:28]=[CH:27][C:24]([CH2:25]O)=[CH:23][C:22]=1[I:29].C(Br)(Br)(Br)[Br:31]>ClCCl>[Cl:20][C:21]1[CH:28]=[CH:27][C:24]([CH2:25][Br:31])=[CH:23][C:22]=1[I:29]. Reported procedure: Triphenylphosphine (1.1 g) was added in portions to a solution of 4-chloro-3-iodobenzyl alcohol (1.1 g) in dichloromethane (40 ml) at 0° C. and stirring was continued for 10 minutes. Carbon tetrabromide (1.5 g) was then added in portions over 2 minutes, the reaction mixture was allowed to warm to ambient temperature and was stirred for 15 hours. The solution was added directly to a silica charged chromatography column and was eluted with dichloromethane to give 4-chloro-3-iodobenzyl bromide (1.9... Starting materials: O=C([O-])[O-], COC(=O)c1cc(O)cc2cc(C)oc12, CS(=O)(=O)c1ccc(F)cc1, [Cs+], [Cs+], CN(C)C=O. The product is COC(=O)c1cc(Oc2ccc(S(C)(=O)=O)cc2)cc2cc(C)oc12. Reaction SMILES: [C:1](=[O:2])([O-:3])[O-:4].[CH3:18][O:19][C:20](=[O:21])[c:22]1[cH:23][c:24]([OH:32])[cH:25][c:26]2[cH:27][c:28]([CH3:31])[o:29][c:30]12.[CH3:7][S:8](=[O:9])(=[O:10])[c:11]1[cH:12][cH:13][c:14]([F:17])[cH:15][cH:16]1.[Cs+:5].[Cs+:6].[O:33]=[CH:34][N:35]([CH3:36])[CH3:37]>>[CH3:7][S:8](=[O:9])(=[O:10])[c:11]1[cH:12][cH:13][c:14]([O:32][c:24]2[cH:23][c:22]([C:20]([O:19][CH3:18])=[O:21])[c:30]3[c:26]([cH:25]2)[cH:27][c:28]([CH3:31])[o:29]3)[cH:15][cH:16]1. The reactants are CC(C)CC(NC(c1ccc(F)cc1)c1ccc(Br)cc1)C(=O)NCC#N, O=C([O-])[O-], CC1(C)OB(c2ccc(S(C)(=O)=O)cc2)OC1(C)C, CCOC(C)=O, ClCCl, [K+], [K+], CN(C)C=O. The product is CC(C)CC(NC(c1ccc(F)cc1)c1ccc(-c2ccc(S(C)(=O)=O)cc2)cc1)C(=O)NCC#N. As a reaction SMILES: [C:1](#[N:2])[CH2:3][NH:4][C:5]([CH:6]([CH2:7][CH:8]([CH3:9])[CH3:10])[NH:11][CH:12]([c:13]1[cH:14][cH:15][c:16]([F:19])[cH:17][cH:18]1)[c:20]1[cH:21][cH:22][c:23]([Br:26])[cH:24][cH:25]1)=[O:27].[C:47](=[O:48])([O-:49])[O-:50].[CH3:28][S:29](=[O:30])(=[O:31])[c:32]1[cH:33][cH:34][c:35]([B:38]2[O:39][C:40]([CH3:41])([CH3:42])[C:43]([CH3:44])([CH3:45])[O:46]2)[cH:36][cH:37]1.[CH3:61][CH2:62][O:63][C:64](=[O:65])[CH3:66].[Cl:53][CH2:54][Cl:55].[K+:51].[K+:52].[O:56]=[CH:57][N:58]([CH3:59])[CH3:60]>>[C:1](#[N:2])[CH2:3][NH:4][C:5]([CH:6]([CH2:7][CH:8]([CH3:9])[CH3:10])[NH:11][CH:12]([c:13]1[cH:14][cH:15][c:16]([F:19])[cH:17][cH:18]1)[c:20]1[cH:21][cH:22][c:23](-[c:35]2[cH:34][cH:33][c:32]([S:29]([CH3:28])(=[O:30])=[O:31])[cH:37][cH:36]2)[cH:24][cH:25]1)=[O:27]. Reactants: BrCC(=O)OCC (ethyl bromoacetate), C1(CCCC1)O (cyclopentanol), [H-].[Na+] (sodium hydride). Run in C1CCOC1 (THF), C1CCOC1 (THF), C1CCOC1 (THF), C1CCOC1 (THF). Run at time 30 minute. Product: C1(CCCC1)OCC(=O)OCC (Ethyl 2-(cyclopentyloxy)acetate). RXN SMILES: [CH:1]1([OH:6])[CH2:5][CH2:4][CH2:3][CH2:2]1.[H-].[Na+].Br[CH2:10][C:11]([O:13][CH2:14][CH3:15])=[O:12]>C1COCC1>[CH:1]1([O:6][CH2:10][C:11]([O:13][CH2:14][CH3:15])=[O:12])[CH2:5][CH2:4][CH2:3][CH2:2]1 |f:1.2|. Procedure details: A solution of cyclopentanol (2.28 mL, 25.1 mmol) in THF (10 mL) was added dropwise with ice cooling to a suspension of sodium hydride (60% dispersion in oil, 1.054 g, 26.3 mmol) in THF (20 mL). The mixture was stirred with ice cooling under nitrogen for 30 minutes, and then a solution of ethyl bromoacetate (2.66 mL, 23.95 mmol) in THF (10 mL) was added dropwise, followed by a THF (10 mL) rinse. The reaction mixture was allowed to warm to room temperature and stirred for 20 hours. Water (60 mL) w...